From a dataset of the Open Reaction Database (ORD), a public repository of structured organic reaction records. describe an organic reaction: reactants, conditions, products, and yield Reactants: C1CCOC1, CCOC(C)=O, CCN(C(C)C)C(C)C, O=C(O)c1ccc(Cl)nc1Cl, NCc1cccnc1. Yields the product O=C(NCc1cccnc1)c1ccc(Cl)nc1Cl. RXN SMILES: [CH2:12]1[O:13][CH2:14][CH2:15][CH2:16]1.[CH3:34][CH2:35][O:36][C:37]([CH3:38])=[O:39].[CH:25]([N:26]([CH2:27][CH3:28])[CH:29]([CH3:30])[CH3:31])([CH3:32])[CH3:33].[Cl:1][c:2]1[c:3]([C:4](=[O:5])[OH:6])[cH:7][cH:8][c:9]([Cl:11])[n:10]1.[NH2:17][CH2:18][c:19]1[cH:20][n:21][cH:22][cH:23][cH:24]1>>[Cl:1][c:2]1[c:3]([C:4](=[O:6])[NH:17][CH2:18][c:19]2[cH:20][n:21][cH:22][cH:23][cH:24]2)[cH:7][cH:8][c:9]([Cl:11])[n:10]1. Starting materials: C(C1=CC=CC=C1)OC1=C2CCCC(C2=CC=C1)C(=O)O (5-benzyloxy-1,2,3,4-tetrahydronaphthalene-1-carboxylic acid), NC=1C=CC(=NC1)OC (5-amino-2-methoxypyridine). The product is C(C1=CC=CC=C1)OC1=C2CCCC(C2=CC=C1)C(=O)NC=1C=NC(=CC1)OC (5-benzyloxy-N-(6-methoxypyridin-3-yl)-1,2,3,4-tetrahydronaphthalene-1-carboxamide). Isolated yield 87.6%. As a reaction SMILES: [CH2:1]([O:8][C:9]1[CH:18]=[CH:17][CH:16]=[C:15]2[C:10]=1[CH2:11][CH2:12][CH2:13][CH:14]2[C:19](O)=[O:20])[C:2]1[CH:7]=[CH:6][CH:5]=[CH:4][CH:3]=1.[NH2:22][C:23]1[CH:24]=[CH:25][C:26]([O:29][CH3:30])=[N:27][CH:28]=1>>[CH2:1]([O:8][C:9]1[CH:18]=[CH:17][CH:16]=[C:15]2[C:10]=1[CH2:11][CH2:12][CH2:13][CH:14]2[C:19]([NH:22][C:23]1[CH:28]=[N:27][C:26]([O:29][CH3:30])=[CH:25][CH:24]=1)=[O:20])[C:2]1[CH:3]=[CH:4][CH:5]=[CH:6][CH:7]=1. Reported procedure: By the reaction and treatment in the same manner as in Preparation Example 18 using 5-benzyloxy-1,2,3,4-tetrahydronaphthalene-1-carboxylic acid (20.0 g) and 5-amino-2-methoxypyridine (8.72 g), as starting materials, 5-benzyloxy-N-(6-methoxypyridin-3-yl)-1,2,3,4-tetrahydronaphthalene-1-carboxamide (23.9 g) was obtained.